This data is from the Open Reaction Database (ORD), a public repository of structured organic reaction records. The task is: describe an organic reaction: reactants, conditions, products, and yield Starting materials: CC=1N=C2C=C(C=NC2=CC1)C#N (6-methyl-[1,5]naphthyridine-3-carbonitrile), SeO2, O1CCOCC1 (1,4-dioxane). The product is C(=O)C=1N=C2C=C(C=NC2=CC1)C#N (6-formyl-[1,5]naphthyridine-3-carbonitrile). Isolated yield 100.0%. Reaction SMILES: [CH3:1][C:2]1[N:3]=[C:4]2[C:9](=[CH:10][CH:11]=1)[N:8]=[CH:7][C:6]([C:12]#[N:13])=[CH:5]2.[O:14]1CCOCC1>>[CH:1]([C:2]1[N:3]=[C:4]2[C:9](=[CH:10][CH:11]=1)[N:8]=[CH:7][C:6]([C:12]#[N:13])=[CH:5]2)=[O:14]. Procedure details: To a solution of 6-methyl-[1,5]naphthyridine-3-carbonitrile (220.0 mg, 1.30 mmol) in 1,4-dioxane was added SeO2 (187.6 mg, 1.70 mmol) and the reaction mixture was refluxed for 2 hrs, when the TLC showed no starting material left, then cooled to room temperature and filtered through celite. The solid was washed with hot AcOEt and the filtrate was then concentrated to give 6-formyl-[1,5]naphthyridine-3-carbonitrile as a light yellow solid (238.1 mg, 100.0%). HR-MS-EI (+) m/e calcd for C10H5N3O (M+...